Dataset: the Open Reaction Database (ORD), a public repository of structured organic reaction records. Task: describe an organic reaction: reactants, conditions, products, and yield The reactants are O=C1CCC(=O)N1Br, ClCCl, COc1ccc(CCCO)cc1C, c1ccc(P(c2ccccc2)c2ccccc2)cc1. The product is COc1ccc(CCCBr)cc1C. Reaction SMILES: [Br:33][N:34]1[C:35](=[O:36])[CH2:37][CH2:38][C:39]1=[O:40].[CH2:41]([Cl:42])[Cl:43].[CH3:1][O:2][c:3]1[c:4]([CH3:13])[cH:5][c:6]([CH2:9][CH2:10][CH2:11][OH:12])[cH:7][cH:8]1.[c:14]1([P:15]([c:16]2[cH:17][cH:18][cH:19][cH:20][cH:21]2)[c:22]2[cH:23][cH:24][cH:25][cH:26][cH:27]2)[cH:28][cH:29][cH:30][cH:31][cH:32]1>>[CH3:1][O:2][c:3]1[c:4]([CH3:13])[cH:5][c:6]([CH2:9][CH2:10][CH2:11][Br:33])[cH:7][cH:8]1.